Dataset: the Open Reaction Database (ORD), a public repository of structured organic reaction records. Task: describe an organic reaction: reactants, conditions, products, and yield The reactants are C(C)C1=C2C(=C(C=C(C2=CC=C1)C=O)OC)O (5-ethyl-4-hydroxy-3-methoxy-1-naphthalenecarbaldehyde), [H-].[Na+] (sodium hydride), O (water), COCCl (chloromethyl methyl ether). The solvent is CN(C)C=O (N,N-dimethylformaldehyde). Reaction conditions: time 10 minute. The product is C(C)C1=C2C(=C(C=C(C2=CC=C1)C=O)OC)OCOC (5-Ethyl-3-methoxy-4-methoxymethoxy-1-naphthalenecarbaldehyde). Reaction SMILES: [CH2:1]([C:3]1[CH:12]=[CH:11][CH:10]=[C:9]2[C:4]=1[C:5]([OH:17])=[C:6]([O:15][CH3:16])[CH:7]=[C:8]2[CH:13]=[O:14])[CH3:2].[H-].[Na+].[CH3:20][O:21][CH2:22]Cl.O>CN(C=O)C>[CH2:1]([C:3]1[CH:12]=[CH:11][CH:10]=[C:9]2[C:4]=1[C:5]([O:17][CH2:20][O:21][CH3:22])=[C:6]([O:15][CH3:16])[CH:7]=[C:8]2[CH:13]=[O:14])[CH3:2] |f:1.2|. Procedure: 324 g of 5-ethyl-4-hydroxy-3-methoxy-1-naphthalenecarbaldehyde was dissolved in 1 liter of N,N-dimethylformaldehyde, to which 68 g of 60% sodium hydride was gently added under ice-cooling conditions. After agitation for 10 minutes, 128 ml of chloromethyl methyl ether was gradually added so that the reaction temperature did not exceed 15° C. After agitation at room temperature for 20 minutes, the reaction solution was poured into iced water and extracted with ethyl acetate. The resultant organic ... The reactants are C(C)(C)(C)OC(=O)N1CCC(=CC1)C1=CNC2=CN=C(C=C21)C2=C(C=CC=C2CC)CC (4-[5-(2,6-diethyl-phenyl)-1H-pyrrolo[2,3-c]pyridin-3-yl]-3,6-dihydro-2H-pyridine-1-carboxylic acid tert-butyl ester), [H-].[Na+] (NaH), O (water), BrC(CCC)CCC (4-bromoheptane). The solvent is CN(C)C=O (DMF). Conditions: time 40 hour. Yields the product C(C)(C)(C)OC(=O)N1CCC(=CC1)C1=CN(C2=CN=C(C=C21)C2=C(C=CC=C2CC)CC)C(CCC)CCC (4-[5-(2,6-diethyl-phenyl)-1-(1-propyl-butyl)-1H-pyrrolo[2,3-c]pyridin-3-yl]-3,6-dihydro-2H-pyridine-1-carboxylic acid tert-butyl ester). As a reaction SMILES: [C:1]([O:5][C:6]([N:8]1[CH2:13][CH:12]=[C:11]([C:14]2[C:22]3[C:17](=[CH:18][N:19]=[C:20]([C:23]4[C:28]([CH2:29][CH3:30])=[CH:27][CH:26]=[CH:25][C:24]=4[CH2:31][CH3:32])[CH:21]=3)[NH:16][CH:15]=2)[CH2:10][CH2:9]1)=[O:7])([CH3:4])([CH3:3])[CH3:2].[H-].[Na+].Br[CH:36]([CH2:40][CH2:41][CH3:42])[CH2:37][CH2:38][CH3:39].O>CN(C=O)C>[C:1]([O:5][C:6]([N:8]1[CH2:9][CH:10]=[C:11]([C:14]2[C:22]3[C:17](=[CH:18][N:19]=[C:20]([C:23]4[C:28]([CH2:29][CH3:30])=[CH:27][CH:26]=[CH:25][C:24]=4[CH2:31][CH3:32])[CH:21]=3)[N:16]([CH:36]([CH2:40][CH2:41][CH3:42])[CH2:37][CH2:38][CH3:39])[CH:15]=2)[CH2:12][CH2:13]1)=[O:7])([CH3:4])([CH3:3])[CH3:2] |f:1.2|. Procedure details: To a solution of the 4-[5-(2,6-diethyl-phenyl)-1H-pyrrolo[2,3-c]pyridin-3-yl]-3,6-dihydro-2H-pyridine-1-carboxylic acid tert-butyl ester (120 mg, 0.30 mmol) in DMF (4 mL), NaH (60 wt % suspension in mineral oil, 36 mg, 0.89 mmol) is added followed by 4-bromoheptane (159 mg, 0.89 mmol). The mixture is stirred for 40 h at room temperature. The mixture is poured to water (10 mL), and the product is extracted with EtOAc. The combined organic extracts are washed with brine, dried over Na2SO4, and con...